The task is: describe an organic reaction: reactants, conditions, products, and yield. This data is from the Open Reaction Database (ORD), a public repository of structured organic reaction records. The solvent is C1CCOC1 (THF), C1CCOC1 (THF). Reactants: CC(=O)C.C(=O)=O (acetone dry ice), CC(C)C[AlH]CC(C)C (DIBAL), N1C(=CC2=CC=CC=C12)C(=O)OCC (ethyl 2-indolecarboxylate). Conditions: temperature -78 celsius, time 2 hour. Reported procedure: In a 50-mL round-bottom flask, a total of 2.28 g (12 mmol) of ethyl 2-indolecarboxylate was dissolved in 15 mL of dry THF under N2. The solution was cooled to -78° C. (acetone-dry ice bath) and 24 mL (24 mmol) of 1.0M DIBAL in THF was added over a period of 1 h. The mixture was stirred for 2 h at -78° C., quenched with 10 mL of 1N HCl, then allowed to warm to room temperature. The reaction mixture was then extracted with ether (4×100 mL) and the ether layer was washed with 1N HCL (2×100 mL), dri... Yields the product N1C(=CC2=CC=CC=C12)CO (2-Indolemethanol). Reaction SMILES: [NH:1]1[C:9]2[C:4](=[CH:5][CH:6]=[CH:7][CH:8]=2)[CH:3]=[C:2]1[C:10](OCC)=[O:11].CC(C)=O.C(=O)=O.CC(C[AlH]CC(C)C)C>C1COCC1>[NH:1]1[C:9]2[C:4](=[CH:5][CH:6]=[CH:7][CH:8]=2)[CH:3]=[C:2]1[CH2:10][OH:11] |f:1.2|. Reactants: CO, Cl, O=C(O)Cc1ccc(I)cc1, C1COCCO1. Product: COC(=O)Cc1ccc(I)cc1. RXN SMILES: [CH3:13][OH:14].[ClH:12].[I:1][c:2]1[cH:3][cH:4][c:5]([CH2:8][C:9](=[O:10])[OH:11])[cH:6][cH:7]1.[O:15]1[CH2:16][CH2:17][O:18][CH2:19][CH2:20]1>>[I:1][c:2]1[cH:3][cH:4][c:5]([CH2:8][C:9](=[O:10])[O:11][CH3:13])[cH:6][cH:7]1. Starting materials: COC([C@@H](NC(=O)C1(CCCC1)CC1=CC=CC=C1)CC1=CC=C(C=C1)N)=O (4-Amino-N-[[1-(phenylmethyl)cyclopentyl]carbonyl]-L-phenylalanine methyl ester), ClC1=C(C(=O)Cl)C(=CC=C1)Cl (2,6-dichlorobenzoyl chloride), N1=C(C=CC=C1C)C (2,6-lutidine). Solvent: CCOCC (ether), ClCCl (dichloromethane), ClCCl (dichloromethane). Run at time 4 hour. The product is ClC1=C(C(=CC=C1)Cl)C(=O)NC1=CC=C(C[C@H](NC(=O)C2(CCCC2)CC2=CC=CC=C2)C(=O)O)C=C1 (4-[[(2,6-dichlorophenyl)carbonyl]amino]-N-[[1-(phenylmethyl)cyclopentyl]carbonyl]-L-phenylalanine). Isolated yield 48.5%. Reaction SMILES: C[O:2][C:3](=[O:28])[C@H:4]([CH2:20][C:21]1[CH:26]=[CH:25][C:24]([NH2:27])=[CH:23][CH:22]=1)[NH:5][C:6]([C:8]1([CH2:13][C:14]2[CH:19]=[CH:18][CH:17]=[CH:16][CH:15]=2)[CH2:12][CH2:11][CH2:10][CH2:9]1)=[O:7].[Cl:29][C:30]1[CH:38]=[CH:37][CH:36]=[C:35]([Cl:39])[C:31]=1[C:32](Cl)=[O:33].N1C(C)=CC=CC=1C>ClCCl.CCOCC>[Cl:29][C:30]1[CH:38]=[CH:37][CH:36]=[C:35]([Cl:39])[C:31]=1[C:32]([NH:27][C:24]1[CH:23]=[CH:22][C:21]([CH2:20][C@@H:4]([C:3]([OH:2])=[O:28])[NH:5][C:6]([C:8]2([CH2:13][C:14]3[CH:19]=[CH:18][CH:17]=[CH:16][CH:15]=3)[CH2:9][CH2:10][CH2:11][CH2:12]2)=[O:7])=[CH:26][CH:25]=1)=[O:33]. Reported procedure: 4-Amino-N-[[1-(phenylmethyl)cyclopentyl]carbonyl]-L-phenylalanine methyl ester (67 mg, 0.176 mmol) and 2,6-dichlorobenzoyl chloride (50 mg, 0.23 mmol) were dissolved in 5 mL of dichloromethane and 2,6-lutidine (50 μL, 0.43 mmol) were added. After 4 hours, the mixture was diluted with ether and dichloromethane and washed with 1 N HCl, water, and saturated NaHCO3 and was dried (MgSO4). The crude product was dissolved in 4 mL of methanol and treated with 4 N NaOH (0.1 mL). After 2 hours, the excess...